Dataset: the Open Reaction Database (ORD), a public repository of structured organic reaction records. Task: describe an organic reaction: reactants, conditions, products, and yield Reactants: NC1=NC2=C(N1)C=CC(=C2)C2=C(C=CC(=C2)Cl)O (2-(2-amino-1H-benzo[d]imidazol-5-yl)-4-chlorophenol), [H-].[Na+] (sodium hydride), FC1=C(C=C(C(=C1)F)F)S(=O)(=O)N(C1=NC=NS1)C (2,4,5-Trifluoro-N-methyl-N-(1,2,4-thiadiazol-5-yl)benzenesulfonamide). Run in O (water), CN(C=O)C (N,N-dimethylformamide). Run at time 1 hour. Product: NC1=NC2=C(N1)C=CC(=C2)C2=C(OC1=CC(=C(C=C1F)S(=O)(=O)N(C1=NC=NS1)C)F)C=CC(=C2)Cl (4-(2-(2-amino-1H-benzo[d]imidazol-5-yl)-4-chlorophenoxy)-2,5-difluoro-N-methyl-N-(1,2,4-thiadiazol-5-yl)benzenesulfonamide). Isolated yield 63.0%. As a reaction SMILES: [NH2:1][C:2]1[NH:6][C:5]2[CH:7]=[CH:8][C:9]([C:11]3[CH:16]=[C:15]([Cl:17])[CH:14]=[CH:13][C:12]=3[OH:18])=[CH:10][C:4]=2[N:3]=1.[H-].[Na+].[F:21][C:22]1[CH:27]=[C:26](F)[C:25]([F:29])=[CH:24][C:23]=1[S:30]([N:33]([CH3:39])[C:34]1[S:38][N:37]=[CH:36][N:35]=1)(=[O:32])=[O:31]>CN(C)C=O.O>[NH2:1][C:2]1[NH:6][C:5]2[CH:7]=[CH:8][C:9]([C:11]3[CH:16]=[C:15]([Cl:17])[CH:14]=[CH:13][C:12]=3[O:18][C:26]3[C:25]([F:29])=[CH:24][C:23]([S:30]([N:33]([CH3:39])[C:34]4[S:38][N:37]=[CH:36][N:35]=4)(=[O:31])=[O:32])=[C:22]([F:21])[CH:27]=3)=[CH:10][C:4]=2[N:3]=1 |f:1.2|. Reported procedure: To a solution of 2-(2-amino-1H-benzo[d]imidazol-5-yl)-4-chlorophenol (0.40 g, 1.5 mmol) in N,N-dimethylformamide (5 mL) at 0° C. was added sodium hydride (60% w/w dispersion in mineral oil, 0.07 g, 1.8 mmol). The mixture was allowed to warm to ambient temperature and stirred for 1 h. 2,4,5-Trifluoro-N-methyl-N-(1,2,4-thiadiazol-5-yl)benzenesulfonamide (0.52 g, 1.7 mmol) was added and the mixture was stirred at ambient temperature for 16 h. The mixture was partitioned between ethyl acetate (200 m... As a reaction SMILES: [CH2:18]([CH3:19])[c:20]1[c:21]([CH2:22][Br:23])[cH:24][cH:25][cH:26][cH:27]1.[CH:1]12[CH:2]([N:11]3[NH:12][C:13]([CH3:16])([CH3:17])[C:14]3=[O:15])[CH:3]3[CH2:4][CH:5]([CH2:6][CH:7]([CH2:8]1)[CH2:9]3)[CH2:10]2>>[CH:1]12[CH:2]([N:11]3[N:12]([CH2:22][c:21]4[c:20]([CH2:18][CH3:19])[cH:27][cH:26][cH:25][cH:24]4)[C:13]([CH3:16])([CH3:17])[C:14]3=[O:15])[CH:3]3[CH2:4][CH:5]([CH2:6][CH:7]([CH2:8]1)[CH2:9]3)[CH2:10]2. Starting materials: CCc1ccccc1CBr, CC1(C)NN(C2C3CC4CC(C3)CC2C4)C1=O. The product is CCc1ccccc1CN1N(C2C3CC4CC(C3)CC2C4)C(=O)C1(C)C. Reactants: Cc1ccccc1, COc1cc(F)ccc1C(C)(C)CC(O)(C=O)C(F)(F)F, Cc1ncc2c(N)cc(F)cc2n1, O. Yields the product COc1cc(F)ccc1C(C)(C)CC(O)(C=Nc1cc(F)cc2nc(C)ncc12)C(F)(F)F. As a reaction SMILES: [CH3:36][c:37]1[cH:38][cH:39][cH:40][cH:41][cH:42]1.[F:1][c:2]1[cH:3][c:4]([O:20][CH3:21])[c:5]([C:8]([CH2:9][C:10]([CH:11]=[O:12])([C:13]([F:14])([F:15])[F:16])[OH:17])([CH3:18])[CH3:19])[cH:6][cH:7]1.[NH2:22][c:23]1[c:24]2[cH:25][n:26][c:27]([CH3:34])[n:28][c:29]2[cH:30][c:31]([F:33])[cH:32]1.[OH2:35]>>[F:1][c:2]1[cH:3][c:4]([O:20][CH3:21])[c:5]([C:8]([CH2:9][C:10]([CH:11]=[N:22][c:23]2[c:24]3[cH:25][n:26][c:27]([CH3:34])[n:28][c:29]3[cH:30][c:31]([F:33])[cH:32]2)([C:13]([F:14])([F:15])[F:16])[OH:17])([CH3:18])[CH3:19])[cH:6][cH:7]1. The reactants are C1CCOC1, Cc1cc(C)[nH]n1, Clc1ncccn1, [H-], [Na+], O. Yields the product Cc1cc(C)n(-c2ncccn2)n1. RXN SMILES: [CH2:18]1[O:19][CH2:20][CH2:21][CH2:22]1.[CH3:3][c:4]1[n:5][nH:6][c:7]([CH3:9])[cH:8]1.[Cl:10][c:11]1[n:12][cH:13][cH:14][cH:15][n:16]1.[H-:2].[Na+:1].[OH2:17]>>[CH3:3][c:4]1[n:5](-[c:11]2[n:12][cH:13][cH:14][cH:15][n:16]2)[n:6][c:7]([CH3:9])[cH:8]1. Reactants: C(C1=CC=CC=C1)N1C(C2=CC=CC=C2C(=C1)Br)=O (2-benzyl-4-bromoisoquinolin-1(2H)-one), COC1=C(C=CC(=C1)C1OC(C(O1)(C)C)(C)C)O (2-methoxy-4-(4,4,5,5-tetramethyl-1,3-dioxolan-2-yl)phenol), C(=O)([O-])[O-].[Na+].[Na+] (Na2CO3). Reagents/catalysts: C=1C=CC(=CC1)[P](C=2C=CC=CC2)(C=3C=CC=CC3)[Pd]([P](C=4C=CC=CC4)(C=5C=CC=CC5)C=6C=CC=CC6)([P](C=7C=CC=CC7)(C=8C=CC=CC8)C=9C=CC=CC9)[P](C=1C=CC=CC1)(C=1C=CC=CC1)C=1C=CC=CC1 (Pd(PPh3)4). The solvent is C1(=CC=CC=C1)C (toluene), C(C)O (ethanol), O (water), C(C)(=O)OCC (ethyl acetate). Run at temperature 90 celsius, time 16 hour. Product: C(C1=CC=CC=C1)N1C(C2=CC=CC=C2C(=C1)C1=CC(=C(C=C1)O)OC)=O (2-benzyl-4-(4-hydroxy-3-methoxyphenyl) isoquinolin-1(2H)-one). Isolated yield 44.5%. Reaction SMILES: [CH2:1]([N:8]1[CH:17]=[C:16](Br)[C:15]2[C:10](=[CH:11][CH:12]=[CH:13][CH:14]=2)[C:9]1=[O:19])[C:2]1[CH:7]=[CH:6][CH:5]=[CH:4][CH:3]=1.[CH3:20][O:21][C:22]1[CH:27]=[C:26](C2OC(C)(C)C(C)(C)O2)[CH:25]=[CH:24][C:23]=1[OH:37].C([O-])([O-])=O.[Na+].[Na+]>C1(C)C=CC=CC=1.C(O)C.O.C(OCC)(=O)C.C1C=CC([P]([Pd]([P](C2C=CC=CC=2)(C2C=CC=CC=2)C2C=CC=CC=2)([P](C2C=CC=CC=2)(C2C=CC=CC=2)C2C=CC=CC=2)[P](C2C=CC=CC=2)(C2C=CC=CC=2)C2C=CC=CC=2)(C2C=CC=CC=2)C2C=CC=CC=2)=CC=1>[CH2:1]([N:8]1[CH:17]=[C:16]([C:26]2[CH:25]=[CH:24][C:23]([OH:37])=[C:22]([O:21][CH3:20])[CH:27]=2)[C:15]2[C:10](=[CH:11][CH:12]=[CH:13][CH:14]=2)[C:9]1=[O:19])[C:2]1[CH:7]=[CH:6][CH:5]=[CH:4][CH:3]=1 |f:2.3.4,^1:64,66,85,104|. Reported procedure: A mixture of 2-benzyl-4-bromoisoquinolin-1(2H)-one (0.50 g, 1.59 mmol), 2-methoxy-4-(4,4,5,5-tetramethyl-1,3-dioxolan-2-yl)phenol (0.477 g, 1.90 mmol) and Na2CO3 (0.843 g, 7.95 mmol) in toluene (30 mL), ethanol (30 mL) and water (5 mL) was degassed under nitrogen. Pd(PPh3)4 (0.183 g, 0.157 mmol) was added and the reaction was stirred at 90° C. for 16 h under nitrogen. After that time, the mixture was cooled to rt and diluted with ethyl acetate (250 mL). The organic phase was separated, washed wi... Yields the product OC(c1c(Br)ccc2c1OCO2)c1cccc2cnccc12. RXN SMILES: [Br:1][c:2]1[cH:3][c:4]2[c:5]([cH:6][cH:7]1)[O:8][CH2:9][O:10]2.[CH2:37]1[O:38][CH2:39][CH2:40][CH2:41]1.[CH3:31][CH2:32][O:33][C:34]([CH3:35])=[O:36].[CH:11]([N-:12][CH:13]([CH3:14])[CH3:15])([CH3:16])[CH3:17].[Li+:18].[cH:19]1[n:20][cH:21][cH:22][c:23]2[c:24]([CH:29]=[O:30])[cH:25][cH:26][cH:27][c:28]12>>[Br:1][c:2]1[c:3]([CH:29]([c:24]2[c:23]3[cH:22][cH:21][n:20][cH:19][c:28]3[cH:27][cH:26][cH:25]2)[OH:30])[c:4]2[c:5]([cH:6][cH:7]1)[O:8][CH2:9][O:10]2. Reactants: Brc1ccc2c(c1)OCO2, C1CCOC1, CCOC(C)=O, CC(C)[N-]C(C)C, [Li+], O=Cc1cccc2cnccc12. Procedure: 2-Hydroxy-3-[methoxy-(4-methylbenzyl)-carbamoyl]-acrylic acid methyl ester (Compound 59-A) was treated with paraformaldehyde and methylamine as described in the preparation of Compound 12 to give the title compound as a white solid (41% yield); mp 150–152° C. 1HNMR 400 MHz (CDCl3) δ (ppm): 2.4 (3H, s, CH3), 3.16 (3H, s, NCH3), 3.78 (3H, s, OCH3), 4.21 (2H, s, NCH2), 4.91 (2H, s, NCH2), 7.22 (2H, d, J=8 Hz, aromatics), 7.28 (2H, d, J=8 Hz, aromatics), 11.7 (1H, broad s, OH). Anal. calcd for C15H1... Starting materials: COC(C(=CC(N(CC1=CC=C(C=C1)C)OC)=O)O)=O (2-Hydroxy-3-[methoxy-(4-methylbenzyl)-carbamoyl]-acrylic acid methyl ester), COC(C(=CC(N(CC1=CC=C(C=C1)C)OC)=O)O)=O (2-Hydroxy-3-[methoxy-(4-methylbenzyl)-carbamoyl]-acrylic acid methyl ester), C=O (paraformaldehyde), CN (methylamine), ClC=1C=C(CN(C(=O)C=2CN(C(C2O)=O)C)C)C=CC1Cl (4-Hydroxy-1-methyl-5-oxo-2,5-dihydro-1H-pyrrole-3-carboxylic acid (3,4-dichloro-benzyl)-methyl amide). As a reaction SMILES: CO[C:3](=[O:20])[C:4]([OH:19])=[CH:5][C:6](=[O:18])[N:7]([O:16][CH3:17])[CH2:8][C:9]1[CH:14]=[CH:13][C:12]([CH3:15])=[CH:11][CH:10]=1.C=O.CN.ClC1C=C(C=CC=1Cl)[CH2:29][N:30](C)[C:31](C1CN(C)C(=O)C=1O)=O>>[CH3:17][O:16][N:7]([CH2:8][C:9]1[CH:10]=[CH:11][C:12]([CH3:15])=[CH:13][CH:14]=1)[C:6]([C:5]1[CH2:29][N:30]([CH3:31])[C:3](=[O:20])[C:4]=1[OH:19])=[O:18]. Yield: 41.0%. Yields the product CON(C(=O)C=1CN(C(C1O)=O)C)CC1=CC=C(C=C1)C (4-Hydroxy-1-methyl-5-oxo-2,5-dihydro-1H-pyrrole-3-carboxylic acid methoxy-(4-methyl-benzyl)-amide).